This data is from the Open Reaction Database (ORD), a public repository of structured organic reaction records. The task is: describe an organic reaction: reactants, conditions, products, and yield Reactants: CO, COC(=O)CCNc1ccc2c(c1)c(CC(N)=O)c(C)n2Cc1ccccc1, NN, O. The product is Cc1c(CC(N)=O)c2cc(NCCC(=O)NN)ccc2n1Cc1ccccc1. Reaction SMILES: [CH3:31][OH:32].[CH3:3][O:4][C:5]([CH2:6][CH2:7][NH:8][c:9]1[cH:10][c:11]2[c:12]([CH2:26][C:27](=[O:28])[NH2:29])[c:13]([CH3:25])[n:14]([CH2:18][c:19]3[cH:20][cH:21][cH:22][cH:23][cH:24]3)[c:15]2[cH:16][cH:17]1)=[O:30].[NH2:1][NH2:2].[OH2:33]>>[NH:1]([NH2:2])[C:5]([CH2:6][CH2:7][NH:8][c:9]1[cH:10][c:11]2[c:12]([CH2:26][C:27](=[O:28])[NH2:29])[c:13]([CH3:25])[n:14]([CH2:18][c:19]3[cH:20][cH:21][cH:22][cH:23][cH:24]3)[c:15]2[cH:16][cH:17]1)=[O:30]. Reactants: CC(C)(C)C(=O)N[C@](C(=O)O)(C1=CC=C(C=C1)OC)C ((S)-α-[N-[(1,1-Dimethylethyl)carbonyl]amino]-4-methoxy-α-methylbenzeneacetic acid), C1OC=2C=C(N)C=CC2O1 (3,4-(methylenedioxy)aniline). Product: COC1=CC=C(C=C1)C(C(=O)N)C (4-methoxy-α-methyl-benzeneacetamide). Reaction SMILES: CC(C(N[C@@:8]([CH3:20])([C:12]1[CH:17]=[CH:16][C:15]([O:18][CH3:19])=[CH:14][CH:13]=1)[C:9](O)=[O:10])=O)(C)C.C1OC2C=CC([NH2:26])=CC=2O1>>[CH3:19][O:18][C:15]1[CH:16]=[CH:17][C:12]([CH:8]([CH3:20])[C:9]([NH2:26])=[O:10])=[CH:13][CH:14]=1. Procedure: (S)-α-[N-[(1,1-Dimethylethyl)carbonyl]amino]-4-methoxy-α-methylbenzeneacetic acid (preparation described in step A of Example 101) was condensed with 3,4-(methylenedioxy)aniline following the procedure described in step A of Example 99. Pure (S)-N-(1,3-benzodioxol-5-yl)-α-[N-[(1,1-dimethylethyl)carbonyl]]amino!-4-methoxy-α-methyl-benzeneacetamide, obtained after chromatography on silica gel using 30% EtOAc/hexane as eluant, was converted to the title compound following the procedure described in... Reactants: BrC1=CC=C(C=C1)OCCCCCCC (1-bromo-4-(heptyloxy)benzene), S1C(=NC=C1)C1=CC=C(C=O)C=C1 (4-(thiazol-2-yl)benzaldehyde), C1(CCCCC1)P(C1CCCCC1)C1CCCCC1 (tricyclohexylphosphine), C(C(C)(C)C)(=O)O (pivalic acid), C([O-])([O-])=O.[K+].[K+] (potassium carbonate). Reagents/catalysts: C(C)(=O)[O-].[Pd+2].C(C)(=O)[O-] (palladium (II) acetate). Solvent: CC(=O)N(C)C (DMA), CC(=O)N(C)C (DMA). Conditions: temperature 100 celsius. Product: C(CCCCCC)OC1=CC=C(C=C1)C1=CN=C(S1)C1=CC=C(C=O)C=C1 (4-(5-(4-(heptyloxy)phenyl)thiazol-2-yl)benzaldehyde). The yield is 38.7%. As a reaction SMILES: [S:1]1[CH:5]=[CH:4][N:3]=[C:2]1[C:6]1[CH:13]=[CH:12][C:9]([CH:10]=[O:11])=[CH:8][CH:7]=1.C1(P(C2CCCCC2)C2CCCCC2)CCCCC1.C(O)(=O)C(C)(C)C.C(=O)([O-])[O-].[K+].[K+].Br[C:47]1[CH:52]=[CH:51][C:50]([O:53][CH2:54][CH2:55][CH2:56][CH2:57][CH2:58][CH2:59][CH3:60])=[CH:49][CH:48]=1>CC(N(C)C)=O.C([O-])(=O)C.[Pd+2].C([O-])(=O)C>[CH2:54]([O:53][C:50]1[CH:49]=[CH:48][C:47]([C:5]2[S:1][C:2]([C:6]3[CH:7]=[CH:8][C:9]([CH:10]=[O:11])=[CH:12][CH:13]=3)=[N:3][CH:4]=2)=[CH:52][CH:51]=1)[CH2:55][CH2:56][CH2:57][CH2:58][CH2:59][CH3:60] |f:3.4.5,8.9.10|. Procedure details: To a stirring suspension of 4-(thiazol-2-yl)benzaldehyde (349 mg, 1.84 mmol), tricyclohexylphosphine (27 mg, 0.07 mmol), pivalic acid (64.2 μl, 0.55 mmol), potassium carbonate (382 mg, 2.77 mmol) and palladium (II) acetate (8 mg, 0.04 mmol) in DMA (5.15 mL) under nitrogen was added a solution of 1-bromo-4-(heptyloxy)benzene (500 mg, 1.84 mmol) in DMA (1 mL). The reaction mixture was evacuated and purged with nitrogen 3 times then heated at 100° C. for 6 h. Once cooled, the reaction mixture was d... Reactants: OC(C(=O)C1=CC=C(C=C1)SC)(C)C (2-hydroxy-2-methyl-1-(4-methylthiophenyl)-propan-1-one), FC=1C=C(C=CC1)CC(=O)O (3-fluorophenylacetic acid), C1CCC2=NCCCN2CC1 (DBU). Reagents/catalysts: CN(C)C=1C=CN=CC1 (DMAP). The solvent is C(Cl)Cl (CH2Cl2). Run at time 16 hour. Yields the product CC1(C(=C(C(O1)=O)C1=CC(=CC=C1)F)C=1SC=C(C1)C)C (5.5-Dimethyl-3-(3-fluorophenyl)-4-(4-methylthiophenyl)-5H-furanone). The yield is 173.9%. Reaction SMILES: O[C:2]([CH3:14])([CH3:13])[C:3]([C:5]1[CH:10]=[CH:9][C:8]([S:11]C)=CC=1)=O.[F:15][C:16]1[CH:17]=[C:18]([CH2:22][C:23]([OH:25])=[O:24])[CH:19]=[CH:20][CH:21]=1.[CH2:26]1CCN2C(=NCCC2)CC1>CN(C1C=CN=CC=1)C.C(Cl)Cl>[CH3:14][C:2]1([CH3:13])[O:24][C:23](=[O:25])[C:22]([C:18]2[CH:19]=[CH:20][CH:21]=[C:16]([F:15])[CH:17]=2)=[C:3]1[C:5]1[S:11][CH:8]=[C:9]([CH3:26])[CH:10]=1. Procedure: To a room temperature solution of 2-hydroxy-2-methyl-1-(4-methylthiophenyl)-propan-1-one (WO 95/00501, 20.0 g, 95.1 mmol), 3-fluorophenylacetic acid (29.3 g, 190 mmol) and DMAP (1.16 g, 9.5 mmol) in 500 mL of CH2Cl2 was added CMC (80.5 g, 190.2 mmol). The resulting mixture was stirred for 16 h under nitrogen. DBU (46 mL, 301 mmol) was then added, and the mixture stirred for 1.5 h. The reaction was quenched with 1M HCl, and the organic phase was washed with saturated aqueous NaHCO3 and brine. The... Starting materials: C1=CN(C=N1)C(=O)N2C=CN=C2 (CDI), CC=1N=C(SC1C1=CC=C(C=C1)N1N=CC=C1)N (4-methyl-5-(4-pyrazol-1-yl-phenyl)-thiazol-2-ylamine), TEA. The solvent is C(Cl)Cl (DCM). Yields the product CC=1N=C(SC1C1=CC=C(C=C1)N1N=CC=C1)NC(=O)N1C=NC=C1 (Imidazole-1-carboxylic acid [4-methyl-5-(4-pyrazol-1-yl-phenyl)-thiazol-2-yl]-amide). RXN SMILES: [CH3:1][C:2]1[N:3]=[C:4]([NH2:18])[S:5][C:6]=1[C:7]1[CH:12]=[CH:11][C:10]([N:13]2[CH:17]=[CH:16][CH:15]=[N:14]2)=[CH:9][CH:8]=1.[CH:19]1[N:23]=[CH:22][N:21]([C:24](N2C=NC=C2)=[O:25])[CH:20]=1>C(Cl)Cl>[CH3:1][C:2]1[N:3]=[C:4]([NH:18][C:24]([N:21]2[CH:20]=[CH:19][N:23]=[CH:22]2)=[O:25])[S:5][C:6]=1[C:7]1[CH:12]=[CH:11][C:10]([N:13]2[CH:17]=[CH:16][CH:15]=[N:14]2)=[CH:9][CH:8]=1. Reported procedure: A suspension of 4-methyl-5-(4-pyrazol-1-yl-phenyl)-thiazol-2-ylamine (1.5 g, 5.85 mmol) in dry DCM is treated with CDI (1.1 g, 7.02 mmol) followed by TEA (1.2 ml, 8.77 mmol). The resulting orange suspension is heated to reflux for 3 hours and then allowed to cool to room temperature overnight. The suspension is filtered and washed with DCM to afford the title compound. [MH+ 315.35].